This data is from the Open Reaction Database (ORD), a public repository of structured organic reaction records. The task is: describe an organic reaction: reactants, conditions, products, and yield Starting materials: CCC(C(c1ccc2nc(Br)sc2c1)n1ccnc1)N(C)C, CCCCO, COC(=O)c1ccc(N)cc1, Cl. Yields the product CCC(C(c1ccc2nc(Nc3ccc(C(=O)OC)cc3)sc2c1)n1ccnc1)N(C)C. Reaction SMILES: [Br:1][c:2]1[s:3][c:4]2[c:5]([n:6]1)[cH:7][cH:8][c:9]([CH:11]([CH:12]([CH2:13][CH3:14])[N:15]([CH3:16])[CH3:17])[n:18]1[cH:19][n:20][cH:21][cH:22]1)[cH:10]2.[CH2:35]([OH:36])[CH2:37][CH2:38][CH3:39].[CH3:23][O:24][C:25]([c:26]1[cH:27][cH:28][c:29]([NH2:32])[cH:30][cH:31]1)=[O:33].[ClH:34]>>[c:2]1([NH:32][c:29]2[cH:28][cH:27][c:26]([C:25]([O:24][CH3:23])=[O:33])[cH:31][cH:30]2)[s:3][c:4]2[c:5]([n:6]1)[cH:7][cH:8][c:9]([CH:11]([CH:12]([CH2:13][CH3:14])[N:15]([CH3:16])[CH3:17])[n:18]1[cH:19][n:20][cH:21][cH:22]1)[cH:10]2. Reactants: CCOC(=O)CBr, CC(=O)c1ccc(-c2ccc(F)cn2)cc1F, C1CCOC1, O, [Zn]. Product: CCOC(=O)CC(C)(O)c1ccc(-c2ccc(F)cn2)cc1F. Reaction SMILES: [Br:18][CH2:19][C:20](=[O:21])[O:22][CH2:23][CH3:24].[F:1][c:2]1[c:3]([C:15]([CH3:16])=[O:17])[cH:4][cH:5][c:6](-[c:8]2[n:9][cH:10][c:11]([F:14])[cH:12][cH:13]2)[cH:7]1.[O:26]1[CH2:27][CH2:28][CH2:29][CH2:30]1.[OH2:25].[Zn:31]>>[F:1][c:2]1[c:3]([C:15]([CH3:16])([OH:17])[CH2:19][C:20](=[O:21])[O:22][CH2:23][CH3:24])[cH:4][cH:5][c:6](-[c:8]2[n:9][cH:10][c:11]([F:14])[cH:12][cH:13]2)[cH:7]1. Reactants: COC(\C(=C/CC)\C=1N=C(SC1)NC(=O)OC(C)(C)C)=O ((Z)-2-(2-t-butoxycarbonylaminothiazol-4-yl) -2-pentenoic acid methyl ester), [OH-].[Na+] (sodium hydroxide), Cl (hydrochloric acid). Run in C(C)(C)O (isopropanol), O (water). Run at temperature 65 celsius, time 90 minute. Yields the product C(C)(C)(C)OC(=O)NC=1SC=C(N1)/C(/C(=O)O)=C/CC ((Z)-2-(2-t-butoxycarbonylaminothiazol-4- yl) -2-pentenoic acid). Isolated yield 77.8%. RXN SMILES: C[O:2][C:3](=[O:21])/[C:4](/[C:8]1[N:9]=[C:10]([NH:13][C:14]([O:16][C:17]([CH3:20])([CH3:19])[CH3:18])=[O:15])[S:11][CH:12]=1)=[CH:5]\[CH2:6][CH3:7].[OH-].[Na+].Cl>C(O)(C)C.O>[C:17]([O:16][C:14]([NH:13][C:10]1[S:11][CH:12]=[C:8](/[C:4](=[CH:5]/[CH2:6][CH3:7])/[C:3]([OH:21])=[O:2])[N:9]=1)=[O:15])([CH3:20])([CH3:19])[CH3:18] |f:1.2|. Procedure details: To a solution of (Z)-2-(2-t-butoxycarbonylaminothiazol-4-yl) -2-pentenoic acid methyl ester (425 mg : 1.4 mMol.) in isopropanol (1.3 ml) and water (3.7 ml) is added sodium hydroxide (163 mg : 4.1 mMol.), and the mixture is stirred at 65° C. for 90 minutes. The reaction mixture is adjusted to pH 4.7 with 35% hydrochloric acid and kept at 20° C. for 1 hour. The separating crystals are collected by filtration, washed with isopropanol, and dried to give (Z)-2-(2-t-butoxycarbonylaminothiazol-4- yl) -... Reactants: C(C1=CC=CC=C1)(=O)Cl (benzoyl chloride), Cl (hydrochloric acid), ice, OC1=CC=C(C(=O)O)C=C1 (4-hydroxybenzoic acid), [OH-].[Na+] (sodium hydroxide). The solvent is O (water), O (water), CC(=O)C (acetone). Reaction conditions: time 30 minute. Product: C(C1=CC=CC=C1)(=O)OC1=CC=C(C(=O)O)C=C1 (4-(benzoyloxy)benzoic Acid). RXN SMILES: [C:1](Cl)(=[O:8])[C:2]1[CH:7]=[CH:6][CH:5]=[CH:4][CH:3]=1.[OH:10][C:11]1[CH:19]=[CH:18][C:14]([C:15]([OH:17])=[O:16])=[CH:13][CH:12]=1.[OH-].[Na+].Cl>O.CC(C)=O>[C:1]([O:10][C:11]1[CH:19]=[CH:18][C:14]([C:15]([OH:17])=[O:16])=[CH:13][CH:12]=1)(=[O:8])[C:2]1[CH:7]=[CH:6][CH:5]=[CH:4][CH:3]=1 |f:2.3|. Reported procedure: 17.3 ml (20.90 g, 149 mmol) of benzoyl chloride (Aldrich, purity 99%) are added dropwise over a period of 30 minutes with vigorous stirring to an ice-cooled solution of 20.00 g (145 mmol) of 4-hydroxybenzoic acid (Aldrich, purity 99%) and 12.00 g (300 mmol) of sodium hydroxide in 300 ml of distilled water and 30 ml of acetone. After a further 30 minutes, the mixture is acidified using concentrated hydrochloric acid and diluted with 750 ml of distilled water. The resultant white precipitate is fi... Procedure: Reduction of the known [Rewcastle and Denny, Synthesis, 1985, 217] 5-fluoro-9-oxoacridan-4-carboxylic acid as above gave 5-fluoroacridine-4-carboxylic acid (90%), mp (MeOH/H2O) 295-298° C. (dec). 1H NMR [(CD3)2SO] δ 7.74-7.80 (m, 1 H, ArH), 7.90-7.96 (m, 2 H, ArH), 8.19 (d, J=8.6 Hz, 1 H, ArH), 8.61 (dd, J=8.6, 1.2 Hz, 1 H. ArH), 8.81 (dd, J=7.0, 1.0 Hz, 1 H, ArH), 9.65 (s, 1 H, H-9). Anal. (C14H8FNO2) C, H, N, F. The reactants are FC1=C2NC=3C(=CC=CC3C(C2=CC=C1)=O)C(=O)O (5-fluoro-9-oxoacridan-4-carboxylic acid). Run in CO.O (MeOH H2O). The yield is 90.0%. Product: FC1=C2N=C3C(=CC=CC3=CC2=CC=C1)C(=O)O (5-fluoroacridine-4-carboxylic acid). RXN SMILES: [F:1][C:2]1[CH:15]=[CH:14][CH:13]=[C:12]2[C:3]=1[NH:4][C:5]1[C:6]([C:17]([OH:19])=[O:18])=[CH:7][CH:8]=[CH:9][C:10]=1[C:11]2=O>CO.O>[F:1][C:2]1[CH:15]=[CH:14][CH:13]=[C:12]2[C:3]=1[N:4]=[C:5]1[C:10](=[CH:11]2)[CH:9]=[CH:8][CH:7]=[C:6]1[C:17]([OH:19])=[O:18] |f:1.2|. Starting materials: CCc1c(NCC(Nc2nc3ccccc3s2)C(=O)OC(C)(C)C)ncnc1N1CCC(c2ccc3c(n2)NCCC3)CC1, Cc1ccccc1, ClCCl, O=C(O)C(F)(F)F. Yields the product CCc1c(NCC(Nc2nc3ccccc3s2)C(=O)O)ncnc1N1CCC(c2ccc3c(n2)NCCC3)CC1. Reaction SMILES: [CH2:1]([CH3:2])[c:3]1[c:4]([NH:25][CH2:26][CH:27]([NH:28][c:29]2[s:30][c:31]3[c:32]([n:33]2)[cH:34][cH:35][cH:36][cH:37]3)[C:38](=[O:39])[O:40][C:41]([CH3:42])([CH3:43])[CH3:44])[n:5][cH:6][n:7][c:8]1[N:9]1[CH2:10][CH2:11][CH:12]([c:15]2[cH:16][cH:17][c:18]3[c:23]([n:24]2)[NH:22][CH2:21][CH2:20][CH2:19]3)[CH2:13][CH2:14]1.[CH3:52][c:53]1[cH:54][cH:55][cH:56][cH:57][cH:58]1.[Cl:59][CH2:60][Cl:61].[OH:45][C:46]([C:47]([F:48])([F:49])[F:50])=[O:51]>>[CH2:1]([CH3:2])[c:3]1[c:4]([NH:25][CH2:26][CH:27]([NH:28][c:29]2[s:30][c:31]3[c:32]([n:33]2)[cH:34][cH:35][cH:36][cH:37]3)[C:38](=[O:39])[OH:40])[n:5][cH:6][n:7][c:8]1[N:9]1[CH2:10][CH2:11][CH:12]([c:15]2[cH:16][cH:17][c:18]3[c:23]([n:24]2)[NH:22][CH2:21][CH2:20][CH2:19]3)[CH2:13][CH2:14]1. Starting materials: C(CCCCC)C(CCN)CCCCCCCC (3-hexylundecylamine), N1=C(C=CC(=C1)C(=O)O)C(=O)O (pyridine 2,5-dicarboxylic acid). The product is C(CCCCC)C(CCNC(=O)C1=NC=C(C=C1)C(=O)NCCC(CCCCCCCC)CCCCCC)CCCCCCCC (N,N'-bis(3-hexylundecyl)pyridine-2,5-dicarboxamide). Reaction SMILES: [CH2:1]([CH:7]([CH2:11][CH2:12][CH2:13][CH2:14][CH2:15][CH2:16][CH2:17][CH3:18])[CH2:8][CH2:9][NH2:10])[CH2:2][CH2:3][CH2:4][CH2:5][CH3:6].[N:19]1[CH:24]=[C:23]([C:25]([OH:27])=O)[CH:22]=[CH:21][C:20]=1[C:28]([OH:30])=O>>[CH2:1]([CH:7]([CH2:11][CH2:12][CH2:13][CH2:14][CH2:15][CH2:16][CH2:17][CH3:18])[CH2:8][CH2:9][NH:10][C:28]([C:20]1[CH:21]=[CH:22][C:23]([C:25]([NH:10][CH2:9][CH2:8][CH:7]([CH2:1][CH2:2][CH2:3][CH2:4][CH2:5][CH3:6])[CH2:11][CH2:12][CH2:13][CH2:14][CH2:15][CH2:16][CH2:17][CH3:18])=[O:27])=[CH:24][N:19]=1)=[O:30])[CH2:2][CH2:3][CH2:4][CH2:5][CH3:6]. Procedure details: N,N'-bis(3-hexylundecyl)pyridine-2,5-dicarboxamide was prepared using the method of Example 1 from 3-hexylundecylamine and pyridine 2,5-dicarboxylic acid. The product which was a brown oil was not distilled but was analysed as being 92% of theoretical strength (based on MW 642) by titration of an aliquot in acetic acid with perchloric acid. It was made up as a 0.2M solution in AROMASOL H and tested for extraction of copper in the presence of chloride ion using the method of Examples 6 and 7. The...